Dataset: the Open Reaction Database (ORD), a public repository of structured organic reaction records. Task: describe an organic reaction: reactants, conditions, products, and yield Starting materials: C(C)(=O)OC=1C(C(=O)O)=CC=CC1 (Acetylsalicylic acid), NC1=CC(=C(C(=C1)C)O)C (4-amino-2,6-dimethylphenol), C(=O)(NC1CCCCC1)NC1CCCCC1 (dicyclohexylurea), [OH-].[Na+] (sodium hydroxide), C1(CCCCC1)N=C=NC1CCCCC1 (dicyclohexyl carbodiimide), Cl (hydrochloric acid). The solvent is C(CO)O (ethylene glycol), CC(=O)C (acetone). Conditions: temperature 0 celsius. The product is OC1=C(NC(C2=CC(=C(C(=C2)C)O)C)=O)C=CC=C1 (2',4-dihydroxy-3,5-dimethylbenzanilide). As a reaction SMILES: C([O:4][C:5]1[C:6](=[CH:10][CH:11]=[CH:12][CH:13]=1)C(O)=O)(=O)C.N[C:15]1[CH:20]=[C:19]([CH3:21])[C:18]([OH:22])=[C:17]([CH3:23])[CH:16]=1.C1(N=C=NC2CCCCC2)CCCCC1.[C:39](NC1CCCCC1)([NH:41]C1CCCCC1)=[O:40].[OH-].[Na+].Cl>C(O)CO.CC(C)=O>[OH:4][C:5]1[CH:13]=[CH:12][CH:11]=[CH:10][C:6]=1[NH:41][C:39](=[O:40])[C:15]1[CH:20]=[C:19]([CH3:21])[C:18]([OH:22])=[C:17]([CH3:23])[CH:16]=1 |f:4.5|. Reported procedure: Acetylsalicylic acid (50 mg.) and 4-amino-2,6-dimethylphenol (38 mg.) were dissolved in ethylene glycol (5 ml.) to which under cooling at 0° C. was added dicyclohexyl carbodiimide (65 mg.). After reaction for several hours the formed dicyclohexylurea was filtered off and the filtrate evaporated to dryness to give a powder which was dissolved in acetone (2 ml.); after adding 2 N sodium hydroxide (4 ml.), the solution was allowed to stand for several hours at room temperature. The addition of 2 N ... Reactants: NCC(=O)O (glycine), C(C1=CC=CC=C1)(OCC)=N (ethyl benzimidate), [OH-].[Na+] (sodium hydroxide). Solvent: O (water), CO (methanol). Yields the product C(C1=CC=CC=C1)(=N)NCC(=O)O ((Benzimidoylamino)acetic Acid). As a reaction SMILES: [NH2:1][CH2:2][C:3]([OH:5])=[O:4].[OH-].[Na+].[C:8](=[NH:18])(OCC)[C:9]1[CH:14]=[CH:13][CH:12]=[CH:11][CH:10]=1>O.CO>[C:8]([NH:1][CH2:2][C:3]([OH:5])=[O:4])(=[NH:18])[C:9]1[CH:14]=[CH:13][CH:12]=[CH:11][CH:10]=1 |f:1.2|. Procedure details: A white suspension of glycine (3.81 g, 50 mmol) in water (0.9 g) and methanol (16 ml) was stirred at room temperature, adjusted to pH 9.6 by the addition of sodium hydroxide solution and admixed with ethyl benzimidate (7.69 g, 50 mmol). The mixture was heated for 1 hour at 50° C. and allowed to cool at room temperature. The solid was filtered off, washed with toluene and dried at room temperature/30 mbar. The yield of the title compound was 6.81 g (approximately 95 percent pure by H-NMR), 74 per... Reactants: C1(\C=C/C(=O)O1)=O (maleic anhydride), CC(=O)C (acetone), CCCCCCC (heptane), amine. Solvent: C1=CC=CC=C1 (benzene). Product: C(CCC)OCCCC (dibutylether). Reaction SMILES: [C:1]1(=O)O[C:4](=[O:5])[CH:3]=[CH:2]1.CC(C)=O.CCC[CH2:15][CH2:16][CH2:17][CH3:18]>C1C=CC=CC=1>[CH2:4]([O:5][CH2:15][CH2:16][CH2:17][CH3:18])[CH2:3][CH2:2][CH3:1]. Procedure details: Amines can be reacted with maleic anhydride to give the corresponding half-amide derivative. Generally, a polymer containing maleic anhydride is reacted in solution or suspension with an amine in an inert or non-reactive solvent, such as acetone, heptane, benzene or dibutylether, to provide the desired half-amide derivative. This material then must be isolated and repackaged into a useful product. Reactants: Cn1cc(Br)cn1, CCCC[Sn](Cl)(CCCC)CCCC, [Li]CCCC, CCOCC. Yields the product CCCC[Sn](CCCC)(CCCC)c1cnn(C)c1. As a reaction SMILES: [Br:6][c:7]1[cH:8][n:9][n:10]([CH3:12])[cH:11]1.[CH2:13]([CH2:14][CH2:15][CH3:16])[Sn:17]([CH2:18][CH2:19][CH2:20][CH3:21])([CH2:22][CH2:23][CH2:24][CH3:25])[Cl:26].[CH2:1]([Li:2])[CH2:3][CH2:4][CH3:5].[CH3:27][CH2:28][O:29][CH2:30][CH3:31]>>[c:7]1([Sn:17]([CH2:13][CH2:14][CH2:15][CH3:16])([CH2:18][CH2:19][CH2:20][CH3:21])[CH2:22][CH2:23][CH2:24][CH3:25])[cH:8][n:9][n:10]([CH3:12])[cH:11]1. Starting materials: ClC1=NC=C(C(=O)NC2=CC(=C(C=C2)Cl)NC(C2=CC=C(C=C2)F)=O)C=C1 (6-chloro-N-(4-chloro-3-(4-fluorobenzamido)phenyl)nicotinamide), C[C@H]1NCCNC1 ((R)-2-methylpiperazin). Yields the product ClC1=C(C=C(C=C1)NC(C1=CN=C(C=C1)N1C[C@H](NCC1)C)=O)NC(C1=CC=C(C=C1)F)=O ((R)—N-(4-chloro-3-(4-fluorobenzamido)phenyl)-6-(3-methylpiperazin-1-yl)nicotinamide). RXN SMILES: Cl[C:2]1[CH:27]=[CH:26][C:5]([C:6]([NH:8][C:9]2[CH:14]=[CH:13][C:12]([Cl:15])=[C:11]([NH:16][C:17](=[O:25])[C:18]3[CH:23]=[CH:22][C:21]([F:24])=[CH:20][CH:19]=3)[CH:10]=2)=[O:7])=[CH:4][N:3]=1.[CH3:28][C@@H:29]1[CH2:34][NH:33][CH2:32][CH2:31][NH:30]1>>[Cl:15][C:12]1[CH:13]=[CH:14][C:9]([NH:8][C:6](=[O:7])[C:5]2[CH:26]=[CH:27][C:2]([N:33]3[CH2:32][CH2:31][NH:30][C@H:29]([CH3:28])[CH2:34]3)=[N:3][CH:4]=2)=[CH:10][C:11]=1[NH:16][C:17](=[O:25])[C:18]1[CH:23]=[CH:22][C:21]([F:24])=[CH:20][CH:19]=1. Procedure: 6-chloro-N-(4-chloro-3-(4-fluorobenzamido)phenyl)nicotinamide (0.18 mmol) was used in general procedure 3 with (R)-2-methylpiperazin (0.54 mmol). The product was purified by RP-HPLC to give (R)—N-(4-chloro-3-(4-fluorobenzamido)phenyl)-6-(3-methylpiperazin-1-yl)nicotinamide. MS (Q1) 468.0 (M)+ Starting materials: FC=1C=C(C(=O)Cl)C=CC1 (3-Fluorobenzoyl chloride), N1CCCC1 (pyrrolidine), E2. Product: FC=1C=C(C(=O)N2CCCC2)C=CC1 (N-(3-fluorobenzoyl)pyrrolidine). As a reaction SMILES: [F:1][C:2]1[CH:3]=[C:4]([CH:8]=[CH:9][CH:10]=1)[C:5](Cl)=[O:6].[NH:11]1[CH2:15][CH2:14][CH2:13][CH2:12]1>>[F:1][C:2]1[CH:3]=[C:4]([CH:8]=[CH:9][CH:10]=1)[C:5]([N:11]1[CH2:15][CH2:14][CH2:13][CH2:12]1)=[O:6]. Procedure details: 3-Fluorobenzoyl chloride was reacted with pyrrolidine using General Method E1 or E2 to produce N-(3-fluorobenzoyl)pyrrolidine. Reactants: S1C(=NC2=C1C=CC=C2)C=2C(OC1=CC(=CC=C1C2)N2CCNCC2)=O (3-Benzothiazol-2-yl-7-piperazin-1-yl-chromen-2-one), C([O-])([O-])=O.[Cs+].[Cs+] (cesium carbonate). The solvent is CN(C)C=O (DMF), ClCCl (dichloromethane). Run at time 4 hour. Product: S1C(=NC2=C1C=CC=C2)C=2C(OC1=CC(=CC=C1C2)N2CCN(CC2)C)=O (3-Benzothiazol-2-yl-7-(4-methyl-piperazin-1-yl)-chromen-2-one). Isolated yield 47.3%. Reaction SMILES: [S:1]1[C:5]2[CH:6]=[CH:7][CH:8]=[CH:9][C:4]=2[N:3]=[C:2]1[C:10]1[C:11](=[O:26])[O:12][C:13]2[C:18]([CH:19]=1)=[CH:17][CH:16]=[C:15]([N:20]1[CH2:25][CH2:24][NH:23][CH2:22][CH2:21]1)[CH:14]=2.[C:27](=O)([O-])[O-].[Cs+].[Cs+]>CN(C=O)C.ClCCl>[S:1]1[C:5]2[CH:6]=[CH:7][CH:8]=[CH:9][C:4]=2[N:3]=[C:2]1[C:10]1[C:11](=[O:26])[O:12][C:13]2[C:18]([CH:19]=1)=[CH:17][CH:16]=[C:15]([N:20]1[CH2:25][CH2:24][N:23]([CH3:27])[CH2:22][CH2:21]1)[CH:14]=2 |f:1.2.3|. Procedure details: 100 mg (0.28 mmol) 3-Benzothiazol-2-yl-7-piperazin-1-yl-chromen-2-one were dissolved in 15 mL DMF and treated under argon with 183 mg (2 eq.) cesium carbonate, cooled below 5° C. and treated with 1 eq (0.018 mL) Mel. After stirring for 4 h, the reaction mixture is diluted with 100 mL dichloromethane and washed twice with ice-water. The organic phase is evaporated and the residue column chromatographed (silica gel, dichloromethane/EtOH 9:1). Recrystallization from methanol/dichloromethane yields ... Starting materials: CC(C)(C)OC(=O)N1CCNCC1, [Cl-], C#CC(C)(C)Cl, [Cu], O. Yields the product C#CC(C)(C)N1CCN(C(=O)OC(C)(C)C)CC1. RXN SMILES: [CH3:1][C:2]([CH3:3])([O:4][C:5](=[O:6])[N:7]1[CH2:8][CH2:9][NH:10][CH2:11][CH2:12]1)[CH3:13].[Cl-:14].[Cl:15][C:16]([C:17]#[CH:18])([CH3:19])[CH3:20].[Cu:22].[OH2:21]>>[CH3:1][C:2]([CH3:3])([O:4][C:5](=[O:6])[N:7]1[CH2:8][CH2:9][N:10]([C:16]([C:17]#[CH:18])([CH3:19])[CH3:20])[CH2:11][CH2:12]1)[CH3:13]. As a reaction SMILES: [F:1][C:2]1[C:3]([N:22]2[CH2:27][CH2:26][N:25]([CH3:28])[CH2:24][CH2:23]2)=[CH:4][C:5]2[N:14]3[C:9]([CH:10]=[CH:11][CH:12]=[CH:13]3)=[C:8]([C:15]([O:17][CH2:18][CH3:19])=[O:16])[C:7](=[O:20])[C:6]=2[CH:21]=1.[H][H]>FC(F)(F)C(O)=O.[Pd]>[F:1][C:2]1[C:3]([N:22]2[CH2:27][CH2:26][N:25]([CH3:28])[CH2:24][CH2:23]2)=[CH:4][C:5]2[N:14]3[C:9]([CH2:10][CH2:11][CH2:12][CH2:13]3)=[C:8]([C:15]([O:17][CH2:18][CH3:19])=[O:16])[C:7](=[O:20])[C:6]=2[CH:21]=1. Procedure details: A mixture of 0.35 g of ethyl 8-fluoro-9-(4-methyl-1-piperazinyl)-6-oxo-6H-benzo[c]quinolizine-5-carboxylate and 0.47 g of 10% palladium-on-carbon in 50 ml of trifluoroacetic acid was shaken under 40 lb. of hydrogen in a Parr apparatus for 18 hours. The mixture was filtered and the solvent evaporated. The concentrate was partitioned between aqueous potassium carbonate and dichloromethane. The organic layer was dried and the solvent removed giving 0.32 g of the desired compound, mp 163°-165° C. Run in FC(C(=O)O)(F)F (trifluoroacetic acid). The reagents and catalysts are [Pd] (palladium-on-carbon). The reactants are FC=1C(=CC2=C(C(C(=C3C=CC=CN23)C(=O)OCC)=O)C1)N1CCN(CC1)C (ethyl 8-fluoro-9-(4-methyl-1-piperazinyl)-6-oxo-6H-benzo[c]quinolizine-5-carboxylate), [H][H] (hydrogen). Product: FC=1C(=CC2=C(C(C(=C3CCCCN23)C(=O)OCC)=O)C1)N1CCN(CC1)C (Ethyl 8-fluoro-2,3,4,6-tetrahydro-9-(4-methyl-1-piperazinyl)-6-oxo-1H-benzo[c]quinolizine-5-carboxylate). Isolated yield 90.5%.